This data is from the Open Reaction Database (ORD), a public repository of structured organic reaction records. The task is: describe an organic reaction: reactants, conditions, products, and yield Reactants: O=C([O-])[O-], CN(C)C=O, N#Cc1cnc2ccsc2c1Cl, [K+], [K+], O, Oc1ccc(Cl)cc1Cl. Yields the product N#Cc1cnc2ccsc2c1Oc1ccc(Cl)cc1Cl. As a reaction SMILES: [C:13](=[O:14])([O-:15])[O-:16].[CH3:29][N:30]([CH3:31])[CH:32]=[O:33].[Cl:1][c:2]1[c:3]2[c:4]([n:5][cH:6][c:7]1[C:8]#[N:9])[cH:10][cH:11][s:12]2.[K+:17].[K+:18].[OH2:28].[OH:19][c:20]1[cH:21][cH:22][c:23]([Cl:24])[cH:25][c:26]1[Cl:27]>>[c:2]1([O:19][c:20]2[cH:21][cH:22][c:23]([Cl:24])[cH:25][c:26]2[Cl:27])[c:3]2[c:4]([n:5][cH:6][c:7]1[C:8]#[N:9])[cH:10][cH:11][s:12]2. Reactants: [BH4-], COc1ccc(C(=O)OCc2ccc(C=O)cc2)cc1C(C)(C)C, C1CCOC1, CO, [Na+], O. Yields the product COc1ccc(C(=O)OCc2ccc(CO)cc2)cc1C(C)(C)C. Reaction SMILES: [BH4-:32].[C:1]([CH3:2])([CH3:3])([CH3:4])[c:5]1[cH:6][c:7]([C:8](=[O:9])[O:10][CH2:11][c:12]2[cH:13][cH:14][c:15]([CH:16]=[O:17])[cH:18][cH:19]2)[cH:20][cH:21][c:22]1[O:23][CH3:24].[CH2:25]1[O:26][CH2:27][CH2:28][CH2:29]1.[CH3:30][OH:31].[Na+:33].[OH2:34]>>[C:1]([CH3:2])([CH3:3])([CH3:4])[c:5]1[cH:6][c:7]([C:8](=[O:9])[O:10][CH2:11][c:12]2[cH:13][cH:14][c:15]([CH2:16][OH:17])[cH:18][cH:19]2)[cH:20][cH:21][c:22]1[O:23][CH3:24]. The reactants are [H-].[Na+] (sodium hydride), N1N=CC=C1 (pyrazole), O1CCCC=C1 (3,4-dihydro-2H-pyran), FC(C(=O)O)(F)F (trifluoroacetic acid). Yields the product O1C(CCCC1)N1N=CC=C1 (1-(tetrahydro-pyran-2-yl)-1H-pyrazole). Reaction SMILES: [NH:1]1[CH:5]=[CH:4][CH:3]=[N:2]1.[O:6]1[CH:11]=[CH:10][CH2:9][CH2:8][CH2:7]1.FC(F)(F)C(O)=O.[H-].[Na+]>>[O:6]1[CH2:11][CH2:10][CH2:9][CH2:8][CH:7]1[N:1]1[CH:5]=[CH:4][CH:3]=[N:2]1 |f:3.4|. Procedure details: To pyrazole (14.3 g, 0.21 mol) was added 3,4-dihydro-2H-pyran (29 ml, 0.315 mol) and, after complete dissolving, trifluoroacetic acid (0.1 ml, 0.0013 mol) was added to the obtained solution. The reaction mixture was refluxed for 5 h, sodium hydride (0.2 g, 0.008 mol) was added, and the mixture was distilled to give 1-(tetrahydro-pyran-2-yl)-1H-pyrazole; b.p. ˜60-65° C./0.5-1 torr. The reactants are N1(CCOCC1)CCN (2-Morpholine-4-yl-ethylamine), C(CCl)Cl (EDC), C=1C=CC2=C(C1)N=NN2O (HOBT), [Cl-].[Na+] (sodium chloride), CC=1C=C2C=C(NC2=C(C1)NC1CCC(CC1)C(=O)O)C1=CC=CC=C1 (4-(5-methyl-2-phenyl-1H-indol-7-ylamino)-cyclohexane carboxylic acid). Run in CN(C=O)C (N,N-dimethyl formamide). Run at time 8 hour. Yields the product N1(CCOCC1)CCNC(=O)C1CCC(CC1)NC=1C=C(C=C2C=C(NC12)C1=CC=CC=C1)C (4-(5-methyl-2-phenyl-1H-indol-7-ylamino)-cyclohexane carboxylic acid (2-morpholin-4-yl-ethyl)-amide). Yield: 96.5%. As a reaction SMILES: [CH3:1][C:2]1[CH:3]=[C:4]2[C:8](=[C:9]([NH:11][CH:12]3[CH2:17][CH2:16][CH:15]([C:18]([OH:20])=O)[CH2:14][CH2:13]3)[CH:10]=1)[NH:7][C:6]([C:21]1[CH:26]=[CH:25][CH:24]=[CH:23][CH:22]=1)=[CH:5]2.[N:27]1([CH2:33][CH2:34][NH2:35])[CH2:32][CH2:31][O:30][CH2:29][CH2:28]1.C(Cl)CCl.C1C=CC2N(O)N=NC=2C=1.[Cl-].[Na+]>CN(C)C=O>[N:27]1([CH2:33][CH2:34][NH:35][C:18]([CH:15]2[CH2:16][CH2:17][CH:12]([NH:11][C:9]3[CH:10]=[C:2]([CH3:1])[CH:3]=[C:4]4[C:8]=3[NH:7][C:6]([C:21]3[CH:22]=[CH:23][CH:24]=[CH:25][CH:26]=3)=[CH:5]4)[CH2:13][CH2:14]2)=[O:20])[CH2:32][CH2:31][O:30][CH2:29][CH2:28]1 |f:4.5|. Reported procedure: The compound obtained in Example 55 (30 mg, 0.09 mmol) was dissolved in N,N-dimethyl formamide 5 ml. 2-Morpholine-4-yl-ethylamine (22 mg, 0.17 mmol), EDC (25 mg, 0.19 mmol) and HOBT (18 mg, 0.19 mmol) were added. The mixture was stirred for 8 hours at room temperature. Saturated 1N aqueous sodium chloride solution was added, and the mixture was extracted with ethyl acetate. The extract was dried over anhydrous magnesium sulfate, filtered. The filtrate was distilled under reduced pressure and pur... Starting materials: IC=1C=CC(=NC1)NC ((5-iodo-pyridin-2-yl)-methyl-amine), ClC1=NC=C(C=C1)C#C (2-chloro-5-ethynyl-pyridine). Yields the product C(#C)C=1C=CC(=NC1)NC ((5-Ethynyl-pyridin-2-yl)-methyl-amine). RXN SMILES: I[C:2]1[CH:3]=[CH:4][C:5]([NH:8][CH3:9])=[N:6][CH:7]=1.Cl[C:11]1[CH:16]=CC(C#C)=CN=1>>[C:11]([C:2]1[CH:3]=[CH:4][C:5]([NH:8][CH3:9])=[N:6][CH:7]=1)#[CH:16]. Procedure: (5-Ethynyl-pyridin-2-yl)-methyl-amine was prepared from (5-iodo-pyridin-2-yl)-methyl-amine in the same manner as 2-chloro-5-ethynyl-pyridine (Example 1). Reactants: COc1cccc(Br)n1, Cl, NCCCOc1cccc(CN2CCCCC2)c1. The product is COc1cccc(NCCCOc2cccc(CN3CCCCC3)c2)n1. As a reaction SMILES: [Br:19][c:20]1[n:21][c:22]([O:26][CH3:27])[cH:23][cH:24][cH:25]1.[ClH:28].[N:1]1([CH2:7][c:8]2[cH:9][c:10]([O:11][CH2:12][CH2:13][CH2:14][NH2:15])[cH:16][cH:17][cH:18]2)[CH2:2][CH2:3][CH2:4][CH2:5][CH2:6]1>>[N:1]1([CH2:7][c:8]2[cH:9][c:10]([O:11][CH2:12][CH2:13][CH2:14][NH:15][c:20]3[n:21][c:22]([O:26][CH3:27])[cH:23][cH:24][cH:25]3)[cH:16][cH:17][cH:18]2)[CH2:2][CH2:3][CH2:4][CH2:5][CH2:6]1. Starting materials: [Si](C1=CC=CC=C1)(C1=CC=CC=C1)(C(C)(C)C)OCC=1C(=C(C(=C(C1)C(C)=O)ON=C(C)C)F)N1C[C@H](O[C@H](C1)C)C (1-(5-((tert-butyldiphenylsilyloxy)methyl)-4-((2R,6S)-2,6-dimethylmorpholino)-3-fluoro-2-(propan-2-ylideneaminooxy)phenyl)ethanone), Intermediate 32, Cl (HCl). Solvent: C(C)O (ethanol). Yields the product C[C@H]1O[C@H](CN(C1)C1=C(C2=C(C(=NO2)C)C=C1CO)F)C ((6-((2R,6S)-2,6-dimethylmorpholino)-7-fluoro-3-methylbenzo[d]isoxazol-5-yl)methanol). The yield is 39.0%. RXN SMILES: [Si]([O:18][CH2:19][C:20]1[C:21]([N:35]2[CH2:40][C@H:39]([CH3:41])[O:38][C@H:37]([CH3:42])[CH2:36]2)=[C:22]([F:34])[C:23]([O:29][N:30]=C(C)C)=[C:24]([C:26](=O)[CH3:27])[CH:25]=1)(C(C)(C)C)(C1C=CC=CC=1)C1C=CC=CC=1.Cl>C(O)C>[CH3:42][C@@H:37]1[CH2:36][N:35]([C:21]2[C:20]([CH2:19][OH:18])=[CH:25][C:24]3[C:26]([CH3:27])=[N:30][O:29][C:23]=3[C:22]=2[F:34])[CH2:40][C@H:39]([CH3:41])[O:38]1. Procedure: To a stirred solution of 1-(5-((tert-butyldiphenylsilyloxy)methyl)-4-((2R,6S)-2,6-dimethylmorpholino)-3-fluoro-2-(propan-2-ylideneaminooxy)phenyl)ethanone (Intermediate 32, 77 mg, 0.13 mmol, crude reaction product from above reaction) dissolved in ethanol (5 ml) was treated with 5 ml of 5% aqueous HCl at 75° C. for 2 hours. Reaction quenched with 10% aqueous sodium bicarbonate solution and extracted with EtOAc. The organic layer washed with water, dried, and concentrated. The residue purified ov... Reactants: ClC=1C=C2C(C(NC2=C(C1)Cl)=O)(CC)CCCCCl (5,7-dichloro-3-(4-chlorobutyl)-3-ethyl-1,3-dihydro-2H-indol-2-one), ClC=1C=C(C=CC1)N1CCNCC1 (1-(3-chloro-phenyl)-piperazine). Yields the product ClC=1C=C2C(C(NC2=C(C1)Cl)=O)(CC)CCCCN1CCN(CC1)C1=CC(=CC=C1)Cl (5,7-Dichloro-3-[4-[4-(3-chlorophenyl)-piperazin-1-yl]-butyl]-3-ethyl-1,3-dihydro-2H-indol-2-one). RXN SMILES: [Cl:1][C:2]1[CH:3]=[C:4]2[C:8](=[C:9]([Cl:11])[CH:10]=1)[NH:7][C:6](=[O:12])[C:5]2([CH2:15][CH2:16][CH2:17][CH2:18]Cl)[CH2:13][CH3:14].[Cl:20][C:21]1[CH:22]=[C:23]([N:27]2[CH2:32][CH2:31][NH:30][CH2:29][CH2:28]2)[CH:24]=[CH:25][CH:26]=1>>[Cl:1][C:2]1[CH:3]=[C:4]2[C:8](=[C:9]([Cl:11])[CH:10]=1)[NH:7][C:6](=[O:12])[C:5]2([CH2:15][CH2:16][CH2:17][CH2:18][N:30]1[CH2:29][CH2:28][N:27]([C:23]2[CH:24]=[CH:25][CH:26]=[C:21]([Cl:20])[CH:22]=2)[CH2:32][CH2:31]1)[CH2:13][CH3:14]. Reported procedure: The title compound is prepared according to process H by applying processing method 1 starting from 5,7-dichloro-3-(4-chlorobutyl)-3-ethyl-1,3-dihydro-2H-indol-2-one and 1-(3-chloro-phenyl)-piperazine. The reactants are O=S(Cl)C12CC3CC(CC(C3)C1)C2, NC1CCN(CCc2ccc(F)cc2)C1. The product is O=S(NC1CCN(CCc2ccc(F)cc2)C1)C12CC3CC(CC(C3)C1)C2. Reaction SMILES: [C:1]12([S:11](=[O:12])[Cl:13])[CH2:2][CH:3]3[CH2:4][CH:5]([CH2:6][CH:7]([CH2:8]1)[CH2:9]3)[CH2:10]2.[NH2:14][CH:15]1[CH2:16][N:17]([CH2:20][CH2:21][c:22]2[cH:23][cH:24][c:25]([F:28])[cH:26][cH:27]2)[CH2:18][CH2:19]1>>[C:1]12([S:11](=[O:12])[NH:14][CH:15]3[CH2:16][N:17]([CH2:20][CH2:21][c:22]4[cH:23][cH:24][c:25]([F:28])[cH:26][cH:27]4)[CH2:18][CH2:19]3)[CH2:2][CH:3]3[CH2:4][CH:5]([CH2:6][CH:7]([CH2:8]1)[CH2:9]3)[CH2:10]2. Starting materials: ClC=1C=C2C=C(NC2=CC1)C(CCCC)=O (1-(5-Chloro-1H-indol-2-yl)pentan-1-one), [H-].[Na+] (NaH), C(C1=CC=CC=C1)Br (benzyl bromide). Run in CN(C)C=O (DMF). Run at time 20 minute. Yields the product ClC=1C=C2C=C(N(C2=CC1)CC1=CC=CC=C1)C(CCCC)=O (1-[5-Chloro-1-(phenylmethyl)-1H-indol-2-yl]pentan-1-one). As a reaction SMILES: [Cl:1][C:2]1[CH:3]=[C:4]2[C:8](=[CH:9][CH:10]=1)[NH:7][C:6]([C:11](=[O:16])[CH2:12][CH2:13][CH2:14][CH3:15])=[CH:5]2.[H-].[Na+].[CH2:19](Br)[C:20]1[CH:25]=[CH:24][CH:23]=[CH:22][CH:21]=1>CN(C=O)C>[Cl:1][C:2]1[CH:3]=[C:4]2[C:8](=[CH:9][CH:10]=1)[N:7]([CH2:19][C:20]1[CH:25]=[CH:24][CH:23]=[CH:22][CH:21]=1)[C:6]([C:11](=[O:16])[CH2:12][CH2:13][CH2:14][CH3:15])=[CH:5]2 |f:1.2|. Procedure details: To a solution of the title compound of Example 3 Step A (1.35 g, 5.73 mmol) in DMF (25 mL) was added NaH (252 mg, 60% suspension if mineral oil, 6.30 mmol). After 20 min, benzyl bromide (0.750 mL, 6.30 mmol) was added, and the mixture was allowed to stir for 15 h, whereupon it was quenched by addition of sat. aq. NH4Cl. The aqueous phase was extracted with EtOAc, and the organic phase was dried over Na2SO4 and concentrated in vacuo. Purification by flash chromatography on silica gel (0 to 15%, t...